Dataset: the Open Reaction Database (ORD), a public repository of structured organic reaction records. Task: describe an organic reaction: reactants, conditions, products, and yield Starting materials: CCSc1c(OC2CCC(N)CC2)ccc2[nH]ncc12, CCSc1c(O)ccc2[nH]ncc12, Cl, O=C1c2ccccc2C(=O)N1C1CCCC(O)C1. Product: CCSc1c(OC2CCCC(N3C(=O)c4ccccc4C3=O)C2)ccc2[nH]ncc12. As a reaction SMILES: [CH2:20]([CH3:21])[S:22][c:23]1[c:24]2[cH:25][n:26][nH:27][c:28]2[cH:29][cH:30][c:31]1[O:32][CH:33]1[CH2:34][CH2:35][CH:36]([NH2:37])[CH2:38][CH2:39]1.[CH2:40]([S:41][c:42]1[c:43]([OH:44])[cH:45][cH:46][c:47]2[c:48]1[cH:49][n:50][nH:51]2)[CH3:52].[ClH:19].[OH:1][CH:2]1[CH2:3][CH:4]([N:8]2[C:9](=[O:18])[c:10]3[cH:11][cH:12][cH:13][cH:14][c:15]3[C:16]2=[O:17])[CH2:5][CH2:6][CH2:7]1>>[O:1]([CH:2]1[CH2:3][CH:4]([N:8]2[C:9](=[O:18])[c:10]3[cH:11][cH:12][cH:13][cH:14][c:15]3[C:16]2=[O:17])[CH2:5][CH2:6][CH2:7]1)[c:31]1[c:23]([S:22][CH2:20][CH3:21])[c:24]2[cH:25][n:26][nH:27][c:28]2[cH:29][cH:30]1. Product: ClC1=C(C(=O)O)C=CC(=C1C1=NOC(C1)CC1=CC=CC=C1)S(=O)(=O)C (2-chloro-3-(5-benzylisoxazolin-3-yl)4-methylsulfonylbenzoic acid). Isolated yield 86.3%. Run at time 16 hour. Starting materials: ClC1=C(C(=O)OC)C=CC(=C1C1=NOC(C1)CC1=CC=CC=C1)S(=O)(=O)C (methyl 2-chloro-3-(5-benzylisoxazolin-3-yl)-4-methylsulfonylbenzoate), [OH-].[Na+] (sodium hydroxide). Reported procedure: 1.02 g (2.5 mmol) of methyl 2-chloro-3-(5-benzylisoxazolin-3-yl)-4-methylsulfonylbenzoate are dissolved in 20 ml of methanol and combined with 0.15 g (3.7 mmol) of sodium hydroxide—dissolved in 10 ml of water—at room temperature. After 16 hours, the methanol is removed by distillation, the residue is diluted with water and, after acidifying to pH 2, the mixture is extracted with dichloromethane. After concentrating in a rotary evaporator, 0.85 g (87% of theory) of 2-chloro-3-(5-benzylisoxazolin-... Run in CO (methanol), O (water). Reaction SMILES: [Cl:1][C:2]1[C:11]([C:12]2[CH2:16][CH:15]([CH2:17][C:18]3[CH:23]=[CH:22][CH:21]=[CH:20][CH:19]=3)[O:14][N:13]=2)=[C:10]([S:24]([CH3:27])(=[O:26])=[O:25])[CH:9]=[CH:8][C:3]=1[C:4]([O:6]C)=[O:5].[OH-].[Na+]>CO.O>[Cl:1][C:2]1[C:11]([C:12]2[CH2:16][CH:15]([CH2:17][C:18]3[CH:23]=[CH:22][CH:21]=[CH:20][CH:19]=3)[O:14][N:13]=2)=[C:10]([S:24]([CH3:27])(=[O:25])=[O:26])[CH:9]=[CH:8][C:3]=1[C:4]([OH:6])=[O:5] |f:1.2|.